From a dataset of the Open Reaction Database (ORD), a public repository of structured organic reaction records. describe an organic reaction: reactants, conditions, products, and yield Reactants: NCC(CO)(C)C (3-amino-2,2-dimethylpropanol), C(C)(=O)O[BH-](OC(C)=O)OC(C)=O.[Na+] (sodium triacetoxyborohydride), ClC1=C2CNC(C2=C(C=C1)C=1N(C2=CC=C(C=C2C1)C=O)C(=O)OC(C)(C)C)=O (4-chloro-7-[1-(tert-butoxycarbonyl)-5-formylindol-2-yl]isoindolinone). Solvent: ClCCl (dichloromethane). Product: ClC1=C2CNC(C2=C(C=C1)C=1N(C2=CC=C(C=C2C1)CNCC(CO)(C)C)C(=O)OC(C)(C)C)=O (4-chloro-7-{1-(tert-butoxycarbonyl)-5-[(3-hydroxy-2,2-dimethylpropyl)aminomethyl]indol-2-yl}isoindolinone). Reaction SMILES: [Cl:1][C:2]1[CH:10]=[CH:9][C:8]([C:11]2[N:12]([C:22]([O:24][C:25]([CH3:28])([CH3:27])[CH3:26])=[O:23])[C:13]3[C:18]([CH:19]=2)=[CH:17][C:16]([CH:20]=O)=[CH:15][CH:14]=3)=[C:7]2[C:3]=1[CH2:4][NH:5][C:6]2=[O:29].[NH2:30][CH2:31][C:32]([CH3:36])([CH3:35])[CH2:33][OH:34].C(O[BH-](OC(=O)C)OC(=O)C)(=O)C.[Na+]>ClCCl>[Cl:1][C:2]1[CH:10]=[CH:9][C:8]([C:11]2[N:12]([C:22]([O:24][C:25]([CH3:27])([CH3:26])[CH3:28])=[O:23])[C:13]3[C:18]([CH:19]=2)=[CH:17][C:16]([CH2:20][NH:30][CH2:31][C:32]([CH3:36])([CH3:35])[CH2:33][OH:34])=[CH:15][CH:14]=3)=[C:7]2[C:3]=1[CH2:4][NH:5][C:6]2=[O:29] |f:2.3|. Reported procedure: In a similar manner to Step 1 of Example 56, 4-chloro-7-[1-(tert-butoxycarbonyl)-5-formylindol-2-yl]isoindolinone (20.0 mg, 0.0487 mmol) was dissolved in dichloromethane (0.5 mL). The solution was treated with 3-amino-2,2-dimethylpropanol (10 mg, 0.10 mmol) and sodium triacetoxyborohydride (32 mg, 0.15 mmol) to obtain 4-chloro-7-{1-(tert-butoxycarbonyl)-5-[(3-hydroxy-2,2-dimethylpropyl)aminomethyl]indol-2-yl}isoindolinone.